Task: describe an organic reaction: reactants, conditions, products, and yield. Dataset: the Open Reaction Database (ORD), a public repository of structured organic reaction records Reaction conditions: temperature 100 celsius. Run in CO (MeOH), C(C)O (ethanol), O1CCCC1 (tetrahydrofuran). Starting materials: ClC1=CC(=C(C(=C1C)C=1C=NN(C1)C(C)OCC)C1=CC(=CC(=C1)F)F)C(C)N (1-{4-chloro-6-[1-(1-ethoxyethyl)-1H-pyrazol-4-yl]-3′,5′-difluoro-5-methylbiphenyl-2-yl}ethanamine), BrC1=C2N=CNC2=NC=N1 (6-bromo-9H-purine), C(C)(C)N(C(C)C)CC (N,N-diisopropylethylamine), Cl (hydrogen chloride), O (water). Product: ClC1=CC(=C(C(=C1C)C=1C=NNC1)C1=CC(=CC(=C1)F)F)C(C)NC1=C2N=CNC2=NC=N1 (N-{1-[4-chloro-3′,5′-difluoro-5-methyl-6-(1H-pyrazol-4-yl)biphenyl-2-yl]ethyl}-9H-purin-6-amine). Procedure details: A mixture of 1-{4-chloro-6-[1-(1-ethoxyethyl)-1H-pyrazol-4-yl]-3′,5′-difluoro-5-methylbiphenyl-2-yl}ethanamine (0.074 g, 0.18 mmol), 6-bromo-9H-purine (0.053 g, 0.26 mmol) and N,N-diisopropylethylamine (0.061 mL, 0.35 mmol) in ethanol (0.6 mL) was heated at 100° C. overnight. The residue was concentrated and treated with 1.0 M hydrogen chloride in water (1.0 mL, 1.0 mmol) in tetrahydrofuran (1 mL) overnight. The mixture was diluted with MeOH and purified on prep LCMS (XBridge C18 Column, eluting... RXN SMILES: [Cl:1][C:2]1[C:7]([CH3:8])=[C:6]([C:9]2[CH:10]=[N:11][N:12](C(OCC)C)[CH:13]=2)[C:5]([C:19]2[CH:24]=[C:23]([F:25])[CH:22]=[C:21]([F:26])[CH:20]=2)=[C:4]([CH:27]([NH2:29])[CH3:28])[CH:3]=1.Br[C:31]1[N:39]=[CH:38][N:37]=[C:36]2[C:32]=1[N:33]=[CH:34][NH:35]2.C(N(CC)C(C)C)(C)C.Cl.O>C(O)C.O1CCCC1.CO>[Cl:1][C:2]1[C:7]([CH3:8])=[C:6]([C:9]2[CH:13]=[N:12][NH:11][CH:10]=2)[C:5]([C:19]2[CH:24]=[C:23]([F:25])[CH:22]=[C:21]([F:26])[CH:20]=2)=[C:4]([CH:27]([NH:29][C:31]2[N:39]=[CH:38][N:37]=[C:36]3[C:32]=2[N:33]=[CH:34][NH:35]3)[CH3:28])[CH:3]=1. Reactants: C1COCCO1, CO, CC(C)(C)OC(=O)CCc1nccc2c(-c3noc(-c4ccc(OC(F)F)c(Cl)c4)n3)cccc12, Cl. Yields the product O=C(O)CCc1nccc2c(-c3noc(-c4ccc(OC(F)F)c(Cl)c4)n3)cccc12. Reaction SMILES: [CH2:37]1[O:38][CH2:39][CH2:40][O:41][CH2:42]1.[CH3:43][OH:44].[Cl:1][c:2]1[cH:3][c:4](-[c:12]2[n:13][c:14](-[c:17]3[c:18]4[cH:19][cH:20][n:21][c:22]([CH2:27][CH2:28][C:29](=[O:30])[O:31][C:32]([CH3:33])([CH3:34])[CH3:35])[c:23]4[cH:24][cH:25][cH:26]3)[n:15][o:16]2)[cH:5][cH:6][c:7]1[O:8][CH:9]([F:10])[F:11].[ClH:36]>>[Cl:1][c:2]1[cH:3][c:4](-[c:12]2[n:13][c:14](-[c:17]3[c:18]4[cH:19][cH:20][n:21][c:22]([CH2:27][CH2:28][C:29](=[O:30])[OH:31])[c:23]4[cH:24][cH:25][cH:26]3)[n:15][o:16]2)[cH:5][cH:6][c:7]1[O:8][CH:9]([F:10])[F:11]. Starting materials: compound 3, COCC=1NC(=C(N1)C)C=1C=C(C(=O)N2CCC(CC2)C2=CC=C(C#N)C=C2)C=CC1C (4-(1-(3-(2-(methoxymethyl)-4-methyl-1H-imidazol-5-yl)-4-methylbenzoyl)piperidin-4-yl)benzonitrile), COCC=1NC(=C(N1)C)C=1C=C(C(=O)N2CCC(CC2)C2=CC=C(C#N)C=C2)C=CC1C (4-(1-(3-(2-(methoxymethyl)-4-methyl-1H-imidazol-5-yl)-4-methylbenzoyl)piperidin-4-yl)benzonitrile), COCC=1NC(=C(N1)C)C=1C(=CC(=C(C(=O)N2CCC(CC2)C2=CC=C(C#N)C=C2)C1)C)C (4-(1-(5-(2-(methoxymethyl)-4-methyl-1H-imidazol-5-yl)-2,4-dimethylbenzoyl)piperidin-4-yl)benzonitrile), COCC=1NC(=C(N1)C)C=1C(=CC(=C(C(=O)N2CCC(CC2)C2=CC=C(C#N)C=C2)C1)C)C (4-(1-(5-(2-(methoxymethyl)-4-methyl-1H-imidazol-5-yl)-2,4-dimethylbenzoyl)piperidin-4-yl)benzonitrile). Product: OCC=1NC(=C(N1)C)C=1C=C(C(=O)N2CCC(CC2)C2=CC=C(C#N)C=C2)C=CC1C (4-(1-(3-(2-(Hydroxymethyl)-4-methyl-1H-imidazol-5-yl)-4-methylbenzoyl)piperidin-4-yl)benzonitrile). As a reaction SMILES: C[O:2][CH2:3][C:4]1[NH:5][C:6]([C:10]2[CH:11]=[C:12]([CH:29]=[CH:30][C:31]=2[CH3:32])[C:13]([N:15]2[CH2:20][CH2:19][CH:18]([C:21]3[CH:28]=[CH:27][C:24]([C:25]#[N:26])=[CH:23][CH:22]=3)[CH2:17][CH2:16]2)=[O:14])=[C:7]([CH3:9])[N:8]=1.COCC1NC(C2C(C)=CC(C)=C(C=2)C(N2CCC(C3C=CC(C#N)=CC=3)CC2)=O)=C(C)N=1>>[OH:2][CH2:3][C:4]1[NH:5][C:6]([C:10]2[CH:11]=[C:12]([CH:29]=[CH:30][C:31]=2[CH3:32])[C:13]([N:15]2[CH2:16][CH2:17][CH:18]([C:21]3[CH:22]=[CH:23][C:24]([C:25]#[N:26])=[CH:27][CH:28]=3)[CH2:19][CH2:20]2)=[O:14])=[C:7]([CH3:9])[N:8]=1. Procedure: The title compound was prepared using standard chemical manipulations and procedures similar to those used for the preparation of compound 3, except 4-(1-(3-(2-(methoxymethyl)-4-methyl-1H-imidazol-5-yl)-4-methylbenzoyl)piperidin-4-yl)benzonitrile (compound 11) was used in place of 4414542-(methoxymethyl)-4-methyl-1H-imidazol-5-yl)-2,4-dimethylbenzoyl)piperidin-4-yl)benzonitrile (compound 2). m/z (ES+) 415 (M+H)+.